Dataset: the Open Reaction Database (ORD), a public repository of structured organic reaction records. Task: describe an organic reaction: reactants, conditions, products, and yield The reactants are Cl (hydrochloric acid), C(C1=CC=CC=C1)OC(=O)NC1=CN=C(N(C1=O)CC(=O)NC(C(C(F)(F)F)O)C(C)C)C1=CC=CC=C1 (2-(5-benzyloxycarbonylamino-6-oxo-2-phenyl-1,6-dihydro-1-pyrimidinyl)-N-(3,3,3-trifluoro-2-hydroxy-1-isopropylpropyl)acetamide), N1=C(C=CC=C1C)C (2,6-lutidine), FC(S(=O)(=O)O[Si](C)(C)C(C)(C)C)(F)F (tert-butyldimethylsilyl trifluoromethanesulfonate). Solvent: ClCCl (dichloromethane). Reaction conditions: time 1.5 hour. Product: C(C1=CC=CC=C1)OC(=O)NC1=CN=C(N(C1=O)CC(=O)NC(C(C(F)(F)F)O[Si](C)(C)C(C)(C)C)C(C)C)C1=CC=CC=C1 (2-(5-benzyloxycarbonylamino-6-oxo-2-phenyl-1,6-dihydro-1-pyrimidinyl)-N-(2-tert-butyldimethylsilyloxy-3,3,3-trifluoro-1-isopropylpropyl)acetamide). RXN SMILES: [CH2:1]([O:8][C:9]([NH:11][C:12]1[C:17](=[O:18])[N:16]([CH2:19][C:20]([NH:22][CH:23]([CH:30]([CH3:32])[CH3:31])[CH:24]([OH:29])[C:25]([F:28])([F:27])[F:26])=[O:21])[C:15]([C:33]2[CH:38]=[CH:37][CH:36]=[CH:35][CH:34]=2)=[N:14][CH:13]=1)=[O:10])[C:2]1[CH:7]=[CH:6][CH:5]=[CH:4][CH:3]=1.N1C(C)=CC=CC=1C.FC(F)(F)S(O[Si:53]([C:56]([CH3:59])([CH3:58])[CH3:57])([CH3:55])[CH3:54])(=O)=O.Cl>ClCCl>[CH2:1]([O:8][C:9]([NH:11][C:12]1[C:17](=[O:18])[N:16]([CH2:19][C:20]([NH:22][CH:23]([CH:30]([CH3:32])[CH3:31])[CH:24]([O:29][Si:53]([C:56]([CH3:59])([CH3:58])[CH3:57])([CH3:55])[CH3:54])[C:25]([F:27])([F:28])[F:26])=[O:21])[C:15]([C:33]2[CH:34]=[CH:35][CH:36]=[CH:37][CH:38]=2)=[N:14][CH:13]=1)=[O:10])[C:2]1[CH:7]=[CH:6][CH:5]=[CH:4][CH:3]=1. Procedure: To a suspension of 2-(5-benzyloxycarbonylamino-6-oxo-2-phenyl-1,6-dihydro-1-pyrimidinyl)-N-(3,3,3-trifluoro-2-hydroxy-1-isopropylpropyl)acetamide (1.13 g) and 2,6-lutidine (0.5 mL) in dichloromethane (5 mL) at 0° C. was added tert-butyldimethylsilyl trifluoromethanesulfonate (0.73 mL). The mixture was allowed to stir for 1.5 h. over which time the suspension became a solution. The mixture was poured into 1N hydrochloric acid and extracted into ether. The organic layer was washed (water), dried a...